From a dataset of the Open Reaction Database (ORD), a public repository of structured organic reaction records. describe an organic reaction: reactants, conditions, products, and yield Reactants: BrC=1C=NC=2N(C1)N=C(C2)C(=O)O (6-bromo-pyrazolo[1,5-a]pyrimidine-2-carboxylic acid), CC1NCCC2=CC=C(C=C12)C(=O)N1CCOCC1 ((1-Methyl-1,2,3,4-tetrahydro-isoquinolin-7-yl)-morpholin-4-yl-methanone). Yields the product BrC=1C=NC=2N(C1)N=C(C2)C(=O)N2C(C1=CC(=CC=C1CC2)C(=O)N2CCOCC2)C ((6-Bromo-pyrazolo[1,5-a]pyrimidin-2-yl)-[1-methyl-7-(morpholine-4-carbonyl)-3,4-dihydro-1H-isoquinolin-2-yl]-methanone). Reaction SMILES: [Br:1][C:2]1[CH:3]=[N:4][C:5]2[N:6]([N:8]=[C:9]([C:11]([OH:13])=O)[CH:10]=2)[CH:7]=1.[CH3:14][CH:15]1[C:24]2[C:19](=[CH:20][CH:21]=[C:22]([C:25]([N:27]3[CH2:32][CH2:31][O:30][CH2:29][CH2:28]3)=[O:26])[CH:23]=2)[CH2:18][CH2:17][NH:16]1>>[Br:1][C:2]1[CH:3]=[N:4][C:5]2[N:6]([N:8]=[C:9]([C:11]([N:16]3[CH2:17][CH2:18][C:19]4[C:24](=[CH:23][C:22]([C:25]([N:27]5[CH2:32][CH2:31][O:30][CH2:29][CH2:28]5)=[O:26])=[CH:21][CH:20]=4)[CH:15]3[CH3:14])=[O:13])[CH:10]=2)[CH:7]=1. Reported procedure: In close analogy to the procedure described in Example 1, 6-bromo-pyrazolo[1,5-a]pyrimidine-2-carboxylic acid is reacted with (1-Methyl-1,2,3,4-tetrahydro-isoquinolin-7-yl)-morpholin-4-yl-methanone to provide the title compound in moderate yield. Reactants: C12(CC3CC(CC(C1)C3)C2)C=2C=C(C(=O)O)C=CC2O (3-Adamantan-1-yl-4-hydroxybenzoic acid), ON1C(CCC1=O)=O (N-hydroxysuccinimide), C1(CCCCC1)N=C=NC1CCCCC1 (N,N′-dicyclohexylcarbodiimide), O1CCOCC1 (dioxane). Reaction conditions: time 12 hour. Product: C12(CC3CC(CC(C1)C3)C2)C=2C=C(C(=O)NCC3=CC(=C(C=C3)O)O)C=CC2O (3-adamantan-1-yl-N-(3,4-dihydroxybenzyl)-4-hydroxybenzamide). As a reaction SMILES: [C:1]12([C:11]3[CH:12]=[C:13]([CH:17]=[CH:18][C:19]=3[OH:20])[C:14](O)=[O:15])[CH2:10][CH:5]3[CH2:6][CH:7]([CH2:9][CH:3]([CH2:4]3)[CH2:2]1)[CH2:8]2.O[N:22]1[C:26](=O)[CH2:25][CH2:24][C:23]1=[O:28].[CH:29]1(N=C=NC2CCCCC2)[CH2:34]CCC[CH2:30]1.[O:44]1CCOCC1>>[C:1]12([C:11]3[CH:12]=[C:13]([CH:17]=[CH:18][C:19]=3[OH:20])[C:14]([NH:22][CH2:26][C:25]3[CH:34]=[CH:29][C:30]([OH:44])=[C:23]([OH:28])[CH:24]=3)=[O:15])[CH2:8][CH:7]3[CH2:6][CH:5]([CH2:4][CH:3]([CH2:9]3)[CH2:2]1)[CH2:10]2. Procedure: 3-Adamantan-1-yl-4-hydroxybenzoic acid (0.286 g), N-hydroxysuccinimide (0.12 g) and N,N′-dicyclohexylcarbodiimide (0.22 g) are dissolved in dioxane (5 mL) and stirred for 12 hours. The produced solid is filtered and the filtrate is added dropwise to a mixture solution of 3,4-dihydroxybenzylamine bromate (0.25 g), sodium bicarbonate (0.09 g) and water (1 mL). After stirring at 50° C. for 2 hours, the solution is cooled to room temperature, neutralized with 10% HCl solution and washed with ethyl a... Starting materials: O (water), FC1=CC=C(C=C1)C(C(CC)(CC1=CC=CC=C1)N(C)C)=O (1-(4-fluorophenyl)-2-dimethylamino-2-benzyl-butan-1-one), NCCCO (3-amino-1-propanol), C([O-])([O-])=O.[K+].[K+] (potassium carbonate). Solvent: CC(=O)N(C)C (dimethylacetamide). Conditions: time 12 hour. Product: OCCCNC1=CC=C(C=C1)C(C(CC)(CC1=CC=CC=C1)N(C)C)=O (1-[4-(3-Hydroxypropylamino) phenyl]-2-dimethylamino-2-benzyl-butan-1-one). As a reaction SMILES: F[C:2]1[CH:7]=[CH:6][C:5]([C:8](=[O:22])[C:9]([N:19]([CH3:21])[CH3:20])([CH2:12][C:13]2[CH:18]=[CH:17][CH:16]=[CH:15][CH:14]=2)[CH2:10][CH3:11])=[CH:4][CH:3]=1.[NH2:23][CH2:24][CH2:25][CH2:26][OH:27].C(=O)([O-])[O-].[K+].[K+].O>CC(N(C)C)=O>[OH:27][CH2:26][CH2:25][CH2:24][NH:23][C:2]1[CH:7]=[CH:6][C:5]([C:8](=[O:22])[C:9]([N:19]([CH3:21])[CH3:20])([CH2:12][C:13]2[CH:18]=[CH:17][CH:16]=[CH:15][CH:14]=2)[CH2:10][CH3:11])=[CH:4][CH:3]=1 |f:2.3.4|. Reported procedure: 15.0 g (0.050 mol) of 1-(4-fluorophenyl)-2-dimethylamino-2-benzyl-butan-1-one and 26.3 g (0.35 mol) of 3-amino-1-propanol are dissolved in 30 ml of dry dimethylacetamide, and the solution is heated up to 150° C. together with 13.8 g (0.1 mol) of potassium carbonate, and stirred overnight (about 12 h). After the solution is cooled down, it is poured into 300 ml of water and extracted with ethyl acetate. The organic phase is washed with water and saturated sodium chloride solution, and dried over ... Starting materials: C1CCNC1, Cc1ccccc1, O=C1CCc2cc(Cl)ccc2C1, O, O, Cc1ccc(S(=O)(=O)O)cc1. The product is Clc1ccc2c(c1)CCC(N1CCCC1)=C2. As a reaction SMILES: [CH2:13]1[CH2:14][CH2:15][NH:16][CH2:17]1.[CH3:31][c:32]1[cH:33][cH:34][cH:35][cH:36][cH:37]1.[Cl:1][c:2]1[cH:3][c:4]2[c:9]([cH:10][cH:11]1)[CH2:8][C:7](=[O:12])[CH2:6][CH2:5]2.[OH2:18].[OH2:30].[c:19]1([CH3:20])[cH:21][cH:22][c:23]([S:24]([OH:25])(=[O:26])=[O:27])[cH:28][cH:29]1>>[Cl:1][c:2]1[cH:3][c:4]2[c:9]([cH:10][cH:11]1)[CH:8]=[C:7]([N:16]1[CH2:15][CH2:14][CH2:13][CH2:17]1)[CH2:6][CH2:5]2. The reactants are [N+](=O)(O)[O-].[N+](=O)(O)[O-].[N+](=O)(O)[O-].[N+](=O)(O)[O-].[N+](=O)(O)[O-].[N+](=O)(O)[O-].[Ce] (ammonium ceric nitrate), COC1=C2CCC(CC2=C(C=C1)OC)C(=O)OC (methyl rac-1,2,3,4-tetrahydro-5,8-dimethoxynaphthalene-2-carboxylate). The solvent is O (water), C(C)#N (acetonitrile), O (water). Reaction conditions: time 25 minute. Product: O=C1C=2CCC(CC2C(C=C1)=O)C(=O)OC (methyl rac-1,2,3,4,5,8-hexahydro-5,8-dioxonaphthalene-2-carboxylate). Yield: 98.4%. Reaction SMILES: [N+]([O-])(O)=O.[N+]([O-])(O)=O.[N+]([O-])(O)=O.[N+]([O-])(O)=O.[N+]([O-])(O)=O.[N+]([O-])(O)=O.[Ce].C[O:27][C:28]1[CH:37]=[CH:36][C:35]([O:38]C)=[C:34]2[C:29]=1[CH2:30][CH2:31][CH:32]([C:40]([O:42][CH3:43])=[O:41])[CH2:33]2>O.C(#N)C>[O:27]=[C:28]1[CH:37]=[CH:36][C:35](=[O:38])[C:34]2[CH2:33][CH:32]([C:40]([O:42][CH3:43])=[O:41])[CH2:31][CH2:30][C:29]1=2 |f:0.1.2.3.4.5.6|. Procedure: A solution of 19.74 g (0.036 mol) of ammonium ceric nitrate in 120 ml of water was added to a stirred solution of 3.00 g (0.012 mol) of methyl rac-1,2,3,4-tetrahydro-5,8-dimethoxynaphthalene-2-carboxylate in 54 ml of acetonitrile. The mixture was stirred at room temperature for 25 minutes and then diluted with 150 ml of water. The solution was extracted with three 150 ml portions of diethyl ether and the combined diethyl ether extracts were washed with 150 ml of water, dried and evaporated to yi... Reactants: ClC=1C(=CC(=C(C1)S(=O)(=O)N(C=1SC=NN1)CC1=C(C=C(C=C1)OC)OC)F)OC1=C(C=C(C=C1)C1=C(C=CC=C1)C(F)(F)F)C(\C=C\N(C)C)=O (5-Chloro-N-(2,4-dimethoxybenzyl)-4-({3-[(2E)-3-(dimethylamino)prop-2-enoyl]-2′-(trifluoromethyl)biphenyl-4-yl}oxy)-2-fluoro-N-1,3,4-thiadiazol-2-ylbenzenesulfonamide), N(N)C1CN(C1)C(=O)OC(C)(C)C (tert-butyl 3-hydrazinoazetidine-1-carboxylate), C(O)([O-])=O.[Na+] (sodium hydrogen carbonate). The solvent is C(C)O (ethanol), C(C)O (ethanol), C(C)(=O)O (acetic acid). Run at temperature 70 celsius. Product: ClC1=C(OC2=C(C=C(C=C2)C2=C(C=CC=C2)C(F)(F)F)C2=CC=NN2C2CN(C2)C(=O)OC(C)(C)C)C=C(C(=C1)S(=O)(=O)N(C=1SC=NN1)CC1=C(C=C(C=C1)OC)OC)F (tert-Butyl 3-{5-[4-(2-chloro-4-{[(2,4-dimethoxybenzyl)(1,3,4-thiadiazol-2-yl)amino]sulfonyl}-5-fluorophenoxy)-2′-(trifluoromethyl)biphenyl-3-yl]-1H-pyrazol-1-yl}azetidine-1-carboxylate). Isolated yield 266.6%. Reaction SMILES: [Cl:1][C:2]1[C:3]([O:29][C:30]2[CH:35]=[CH:34][C:33]([C:36]3[CH:41]=[CH:40][CH:39]=[CH:38][C:37]=3[C:42]([F:45])([F:44])[F:43])=[CH:32][C:31]=2[C:46](=O)/[CH:47]=[CH:48]/N(C)C)=[CH:4][C:5]([F:28])=[C:6]([S:8]([N:11]([CH2:17][C:18]2[CH:23]=[CH:22][C:21]([O:24][CH3:25])=[CH:20][C:19]=2[O:26][CH3:27])[C:12]2[S:13][CH:14]=[N:15][N:16]=2)(=[O:10])=[O:9])[CH:7]=1.[NH:53]([CH:55]1[CH2:58][N:57]([C:59]([O:61][C:62]([CH3:65])([CH3:64])[CH3:63])=[O:60])[CH2:56]1)[NH2:54].C(=O)([O-])O.[Na+]>C(O)C.C(O)(=O)C>[Cl:1][C:2]1[CH:7]=[C:6]([S:8]([N:11]([CH2:17][C:18]2[CH:23]=[CH:22][C:21]([O:24][CH3:25])=[CH:20][C:19]=2[O:26][CH3:27])[C:12]2[S:13][CH:14]=[N:15][N:16]=2)(=[O:9])=[O:10])[C:5]([F:28])=[CH:4][C:3]=1[O:29][C:30]1[CH:35]=[CH:34][C:33]([C:36]2[CH:41]=[CH:40][CH:39]=[CH:38][C:37]=2[C:42]([F:43])([F:44])[F:45])=[CH:32][C:31]=1[C:46]1[N:53]([CH:55]2[CH2:56][N:57]([C:59]([O:61][C:62]([CH3:65])([CH3:64])[CH3:63])=[O:60])[CH2:58]2)[N:54]=[CH:48][CH:47]=1 |f:2.3|. Reported procedure: (5-Chloro-N-(2,4-dimethoxybenzyl)-4-({3-[(2E)-3-(dimethylamino)prop-2-enoyl]-2′-(trifluoromethyl)biphenyl-4-yl}oxy)-2-fluoro-N-1,3,4-thiadiazol-2-ylbenzenesulfonamide (Preparation 44, 563 mg, 0.724 mmol) in ethanol (10 mL) was slowly added a solution of tert-butyl 3-hydrazinoazetidine-1-carboxylate (Preparation 36, 603 mg, 3.22 mmol) in ethanol (10 mL) and acetic acid (0.25 mL) at 0° C. under nitrogen. The reaction was heated to 70° C. for 3 hours and then cooled to room temperature. The reactio...